This data is from the Open Reaction Database (ORD), a public repository of structured organic reaction records. The task is: describe an organic reaction: reactants, conditions, products, and yield The reactants are Cc1cncc2cccc(OC3CCC(NC(=O)OC(C)(C)C)CC3)c12, CO, Cl. The product is Cl, Cc1cncc2cccc(OC3CCC(N)CC3)c12. Reaction SMILES: [C:1]([O:2][C:3](=[O:4])[NH:8][CH:9]1[CH2:10][CH2:11][CH:12]([O:15][c:16]2[c:17]3[c:18]([CH3:26])[cH:19][n:20][cH:21][c:22]3[cH:23][cH:24][cH:25]2)[CH2:13][CH2:14]1)([CH3:5])([CH3:6])[CH3:7].[CH3:27][OH:28].[ClH:29]>>[ClH:29].[NH2:8][CH:9]1[CH2:10][CH2:11][CH:12]([O:15][c:16]2[c:17]3[c:18]([CH3:26])[cH:19][n:20][cH:21][c:22]3[cH:23][cH:24][cH:25]2)[CH2:13][CH2:14]1. Starting materials: FC1=CC=C(CN(NC(=O)OC(C)(C)C)C(=O)C=2C(=C3N(CCN(C3=O)C)C2Br)OCC2=CC=CC=C2)C=C1 (tert-butyl 2-(4-fluorobenzyl)-2-[(8-benzyloxy-6-bromo-2-methyl-1-oxo-1,2,3,4-tetrahydropyrrolo[1,2-a]pyrazin-7-yl)carbonyl]hydrazine-carboxylate), Cl (HCl), C([O-])(O)=O.[Na+] (sodium bicarbonate), C(C1=CC=CC=C1)OC=1C(=C(N2C1C(N(CC2)C)=O)Br)C(=O)N(N)CC2=CC=C(C=C2)F (8-(benzyloxy)-6-bromo-N-(4-fluorobenzyl)-2-methyl-1-oxo-1,2,3,4-tetrahydropyrrolo[1,2-a]pyrazine-7-carbohydrazide), C1(CCCCC1)C(C1CCCCC1)N (dicyclohexylmethylamine). The reagents and catalysts are CC(C)([P](C(C)(C)C)([Pd][P](C(C)(C)C)(C(C)(C)C)C(C)(C)C)C(C)(C)C)C (Bis-(tri-tert-butylphosphine)palladium (0)). Solvent: ClCCl (dichloromethane), CN(C)C=O (DMF). Run at temperature 0 celsius. The product is C(C1=CC=CC=C1)OC1=C2N(C=3C(=NN(C(C31)=O)CC3=CC=C(C=C3)F)O)CCN(C2=O)C (10-(Benzyloxy)-2-(4-fluorobenzyl)-4-hydroxy-8-methyl-7,8-dihydropyrazino-[1′,2′:1,5]-pyrrolo[2,3-d]pyridazine-1,9(2H,6H)-dione). Reaction SMILES: [F:1][C:2]1[CH:39]=[CH:38][C:5]([CH2:6][N:7]([C:16]([C:18]2[C:19]([O:30][CH2:31][C:32]3[CH:37]=[CH:36][CH:35]=[CH:34][CH:33]=3)=[C:20]3[C:25](=[O:26])[N:24]([CH3:27])[CH2:23][CH2:22][N:21]3[C:28]=2Br)=[O:17])[NH:8][C:9]([O:11]C(C)(C)C)=O)=[CH:4][CH:3]=1.Cl.C(=O)(O)[O-].[Na+].C(OC1C(C(N(CC2C=CC(F)=CC=2)N)=O)=C(Br)N2CCN(C)C(=O)C=12)C1C=CC=CC=1.C1(C(N)C2CCCCC2)CCCCC1>ClCCl.CN(C=O)C.CC(C)([P](C(C)(C)C)([Pd][P](C(C)(C)C)(C(C)(C)C)C(C)(C)C)C(C)(C)C)C>[CH2:31]([O:30][C:19]1[C:18]2[C:16](=[O:17])[N:7]([CH2:6][C:5]3[CH:38]=[CH:39][C:2]([F:1])=[CH:3][CH:4]=3)[N:8]=[C:9]([OH:11])[C:28]=2[N:21]2[CH2:22][CH2:23][N:24]([CH3:27])[C:25](=[O:26])[C:20]=12)[C:32]1[CH:33]=[CH:34][CH:35]=[CH:36][CH:37]=1 |f:2.3,^1:102,108|. Reported procedure: A cold (0° C.) solution of tert-butyl 2-(4-fluorobenzyl)-2-[(8-benzyloxy-6-bromo-2-methyl-1-oxo-1,2,3,4-tetrahydropyrrolo[1,2-a]pyrazin-7-yl)carbonyl]hydrazine-carboxylate (12.30 g, 20.45 mmol) in dichloromethane (150 mL) was saturated with anhydrous HCl gas. After stirring at 0° C. for half an hour, the mixture was treated with saturated aqueous sodium bicarbonate. The organic layer was separated, and the aqueous phase extracted with dichloromethane. The organic extracts were combined, washed w... Starting materials: FB(F)F, CC[SiH](CC)CC, CCOCC, ClCCl, CCc1ccc(Cn2cc(C3(O)CC(COCc4ccccc4)C(OCc4ccccc4)C(OCc4ccccc4)C3OCc3ccccc3)c3ccccc32)cc1, [Na+], O=C([O-])O. Yields the product CCc1ccc(Cn2cc(C3CC(COCc4ccccc4)C(OCc4ccccc4)C(OCc4ccccc4)C3OCc3ccccc3)c3ccccc32)cc1. Reaction SMILES: [B:71]([F:72])([F:73])[F:74].[CH2:1]([SiH:2]([CH2:3][CH3:4])[CH2:5][CH3:6])[CH3:7].[CH2:66]([O:67][CH2:68][CH3:69])[CH3:70].[CH2:80]([Cl:81])[Cl:82].[CH2:8]([c:9]1[cH:10][cH:11][cH:12][cH:13][cH:14]1)[O:15][CH:16]1[C:17]([OH:47])([c:48]2[cH:49][n:50]([CH2:57][c:58]3[cH:59][cH:60][c:61]([CH2:64][CH3:65])[cH:62][cH:63]3)[c:51]3[cH:52][cH:53][cH:54][cH:55][c:56]23)[CH2:18][CH:19]([CH2:38][O:39][CH2:40][c:41]2[cH:42][cH:43][cH:44][cH:45][cH:46]2)[CH:20]([O:30][CH2:31][c:32]2[cH:33][cH:34][cH:35][cH:36][cH:37]2)[CH:21]1[O:22][CH2:23][c:24]1[cH:25][cH:26][cH:27][cH:28][cH:29]1.[Na+:75].[OH:76][C:77](=[O:78])[O-:79]>>[CH2:8]([c:9]1[cH:10][cH:11][cH:12][cH:13][cH:14]1)[O:15][CH:16]1[CH:17]([c:48]2[cH:49][n:50]([CH2:57][c:58]3[cH:59][cH:60][c:61]([CH2:64][CH3:65])[cH:62][cH:63]3)[c:51]3[cH:52][cH:53][cH:54][cH:55][c:56]23)[CH2:18][CH:19]([CH2:38][O:39][CH2:40][c:41]2[cH:42][cH:43][cH:44][cH:45][cH:46]2)[CH:20]([O:30][CH2:31][c:32]2[cH:33][cH:34][cH:35][cH:36][cH:37]2)[CH:21]1[O:22][CH2:23][c:24]1[cH:25][cH:26][cH:27][cH:28][cH:29]1. Starting materials: Cl (hydrochloric acid), Br.FC=1C=C(C=CC1F)[C@]1([C@@H](N[C@@H](CO1)C)C)O ((2S,3S,5R)-2-(3,4-difluorophenyl)-3,5-dimethyl-2-morpholinol hydrobromide), C(C)O.O (ethanol water), [BH4-].[Na+] (sodium borohydride). The solvent is O (water). Run at time 16 hour. The product is FC=1C=C(C=CC1F)[C@H]([C@H](C)N[C@@H](CO)C)O ((1R,2S)-1-(3,4-difluorophenyl)-2-[[(1R)-2-hydroxy-1-methylethyl]amino]propanol). RXN SMILES: Br.[F:2][C:3]1[CH:4]=[C:5]([C@:10]2([OH:18])[O:15][CH2:14][C@@H:13]([CH3:16])[NH:12][C@H:11]2[CH3:17])[CH:6]=[CH:7][C:8]=1[F:9].C(O)C.O.[BH4-].[Na+].Cl>O>[F:2][C:3]1[CH:4]=[C:5]([C@@H:10]([OH:18])[C@@H:11]([NH:12][C@H:13]([CH3:16])[CH2:14][OH:15])[CH3:17])[CH:6]=[CH:7][C:8]=1[F:9] |f:0.1,2.3,4.5|. Procedure: To a solution of (2S,3S,5R)-2-(3,4-difluorophenyl)-3,5-dimethyl-2-morpholinol hydrobromide (25.4 g, 0.078 mole) in 50--50 ethanol-water (300 ml) was added a solution of sodium borohydride (11.9 g, 0.31 mole) in water (120 ml) at 0° C. The resulting mixture was stirred for 16 hours at room temperature. The reaction mixture was treated with concentrated hydrochloric acid and concentrated under reduced pressure. The residue was dissolved in water, basified (40% aqueous sodium hydroxide), and extrac... The reactants are NC1(CCC1)C1=CC=C(C=C1)C=1C(=CC2=C(OCC(N2CCC#N)=O)N1)C1=CC=CC=C1 (3-(6-(4-(1-aminocyclobutyl)phenyl)-2-oxo-7-phenyl-2,3-dihydro-1H-pyrido[2,3-b][1,4]oxazin-1-yl)propanenitrile), C(C)(C)(C)OC(NC1(CCC1)C1=CC=C(C=C1)C=1C(=CC2=C(OC(C(N2CC#N)=O)C)N1)C1=CC=CC=C1)=O (tert-butyl(1-(4-(1-(cyanomethyl)-3-methyl-2-oxo-7-phenyl-2,3-dihydro-1H-pyrido[2,3-b][1,4]oxazin-6-yl)phenyl)cyclobutyl)carbamate). The product is NC1(CCC1)C1=CC=C(C=C1)C=1C(=CC2=C(OC(C(N2CC#N)=O)C)N1)C1=CC=CC=C1 (2-(6-(4-(1-aminocyclobutyl)phenyl)-3-methyl-2-oxo-7-phenyl-2,3-dihydro-1H-pyrido[2,3-b][1,4]oxazin-1-yl)acetonitrile). Isolated yield 98.2%. RXN SMILES: NC1(C2C=CC(C3C(C4C=CC=CC=4)=CC4N(CCC#N)C(=O)COC=4N=3)=CC=2)CCC1.C(OC(=O)[NH:39][C:40]1([C:44]2[CH:49]=[CH:48][C:47]([C:50]3[C:51]([C:65]4[CH:70]=[CH:69][CH:68]=[CH:67][CH:66]=4)=[CH:52][C:53]4[N:58]([CH2:59][C:60]#[N:61])[C:57](=[O:62])[CH:56]([CH3:63])[O:55][C:54]=4[N:64]=3)=[CH:46][CH:45]=2)[CH2:43][CH2:42][CH2:41]1)(C)(C)C>>[NH2:39][C:40]1([C:44]2[CH:45]=[CH:46][C:47]([C:50]3[C:51]([C:65]4[CH:66]=[CH:67][CH:68]=[CH:69][CH:70]=4)=[CH:52][C:53]4[N:58]([CH2:59][C:60]#[N:61])[C:57](=[O:62])[CH:56]([CH3:63])[O:55][C:54]=4[N:64]=3)=[CH:48][CH:49]=2)[CH2:41][CH2:42][CH2:43]1. Procedure: Following the procedure for 3-(6-(4-(1-aminocyclobutyl)phenyl)-2-oxo-7-phenyl-2,3-dihydro-1H-pyrido[2,3-b][1,4]oxazin-1-yl)propanenitrile, tert-butyl(1-(4-(1-(cyanomethyl)-3-methyl-2-oxo-7-phenyl-2,3-dihydro-1H-pyrido[2,3-b][1,4]oxazin-6-yl)phenyl)cyclobutyl)carbamate (25 mg, 0.048 mmol) was reacted to afford the title compound (20 mg). 1H NMR (500 MHz, CH3OD) 7.71 (s, 1H), 7.45 (d, 2H), 7.39 (d, 2H), 7.32 (m, 3H), 7.26 (m, 2H), 5.14 (s, 2H), 5.10 (q, 1H), 2.74-2.80 (m, 2H), 2.55-2.61 (m, 2H), 2... Starting materials: C(C)(C)(C)OC(NC1=C(C=C(C(=C1)C)Cl)N)=O ((2-amino-4-chloro-5-methyl-phenyl)-carbamic acid tert-butyl ester), C(C)(C)(C)OC(CC(=O)C1=CC(=CC=C1)C1=CC(=NC(=C1)COC1OCCCC1)C)=O ((RS)-3-{3-[2-methyl-6-(tetrahydro-pyran-2-yloxymethyl)-pyridin-4-yl]-phenyl}-3-oxo-propionic acid tert-butyl ester). Product: C(C)(C)(C)OC(NC1=C(C=C(C(=C1)C)Cl)NC(CC(=O)C1=CC(=CC=C1)C1=CC(=NC(=C1)COC1OCCCC1)C)=O)=O ((RS)-[4-Chloro-5-methyl-2-(3-{3-[2-methyl-6-(tetrahydro-pyran-2-yloxymethyl)-pyridin-4-yl]-phenyl}-3-oxo-propionylamino)-phenyl]-carbamic acid tert-butyl ester), foam. Isolated yield 76.0%. Reaction SMILES: [C:1]([O:5][C:6](=[O:17])[NH:7][C:8]1[CH:13]=[C:12]([CH3:14])[C:11]([Cl:15])=[CH:10][C:9]=1[NH2:16])([CH3:4])([CH3:3])[CH3:2].C([O:22][C:23](=O)[CH2:24][C:25]([C:27]1[CH:32]=[CH:31][CH:30]=[C:29]([C:33]2[CH:38]=[C:37]([CH2:39][O:40][CH:41]3[CH2:46][CH2:45][CH2:44][CH2:43][O:42]3)[N:36]=[C:35]([CH3:47])[CH:34]=2)[CH:28]=1)=[O:26])(C)(C)C>>[C:1]([O:5][C:6](=[O:17])[NH:7][C:8]1[CH:13]=[C:12]([CH3:14])[C:11]([Cl:15])=[CH:10][C:9]=1[NH:16][C:23](=[O:22])[CH2:24][C:25]([C:27]1[CH:32]=[CH:31][CH:30]=[C:29]([C:33]2[CH:38]=[C:37]([CH2:39][O:40][CH:41]3[CH2:46][CH2:45][CH2:44][CH2:43][O:42]3)[N:36]=[C:35]([CH3:47])[CH:34]=2)[CH:28]=1)=[O:26])([CH3:4])([CH3:2])[CH3:3]. Procedure: The title compound was prepared from (2-amino-4-chloro-5-methyl-phenyl)-carbamic acid tert-butyl ester (Example J22) (257 mg, 1.0 mmol) and (RS)-3-{3-[2-methyl-6-(tetrahydro-pyran-2-yloxymethyl)-pyridin-4-yl]-phenyl}-3-oxo-propionic acid tert-butyl ester (Example K64) (426 mg, 1.0 mmol) according to the general procedure M. Obtained as a light yellow foam (460 mg, 76%). The reactants are NC=1C(=NC(=CN1)C1=CC=C(C=C1)CCNCCOC)C(=O)NC=1C=NC=CC1 (3-Amino-6-(4-{2-[(2-methoxyethyl)amino]ethyl}phenyl)-N-pyridin-3-ylpyrazine-2-carboxamide), Cl (HCl), COCCN (2-methoxyethylamine). Run in CC#N (MeCN). The product is NC=1C(=NC(=CN1)C1=CC=C(C=C1)CCNCCOC)C(=O)NC=1C=NC=CC1 (3-Amino-6-(4-{2-[(2-methoxyethyl)amino]ethyl}phenyl)-N-pyridin-3-ylpyrazine-2-carboxamide), Cl.Cl.Cl.NC=1C(=NC(=CN1)C1=CC=C(C=C1)CCNCCOC)C(=O)NC=1C=NC=CC1 (3-Amino-6-(4-{2-[(2-methoxyethyl)amino]ethyl}phenyl)-N-pyridin-3-ylpyrazine-2-carboxamide tri-hydrochloride), tri-hydrochloride. Reaction SMILES: [CH3:1][O:2][CH2:3][CH2:4][NH2:5].[NH2:6][C:7]1[C:8]([C:26]([NH:28][C:29]2[CH:30]=[N:31][CH:32]=[CH:33][CH:34]=2)=[O:27])=[N:9][C:10]([C:13]2[CH:18]=[CH:17][C:16]([CH2:19][CH2:20][NH:21][CH2:22][CH2:23][O:24][CH3:25])=[CH:15][CH:14]=2)=[CH:11][N:12]=1.[ClH:35]>CC#N>[NH2:6][C:7]1[C:8]([C:26]([NH:28][C:29]2[CH:30]=[N:31][CH:32]=[CH:33][CH:34]=2)=[O:27])=[N:9][C:10]([C:13]2[CH:14]=[CH:15][C:16]([CH2:19][CH2:20][NH:21][CH2:22][CH2:23][O:24][CH3:25])=[CH:17][CH:18]=2)=[CH:11][N:12]=1.[ClH:35].[ClH:35].[ClH:35].[NH2:6][C:7]1[C:8]([C:26]([NH:28][C:29]2[CH:30]=[N:31][CH:32]=[CH:33][CH:34]=2)=[O:27])=[N:9][C:10]([C:13]2[CH:14]=[CH:15][C:16]([CH2:19][CH2:20][NH:5][CH2:4][CH2:3][O:2][CH3:1])=[CH:17][CH:18]=2)=[CH:11][N:12]=1 |f:5.6.7.8|. Reported procedure: 3-Amino-6-(4-{2-[(2-methoxyethyl)amino]ethyl}phenyl)-N-pyridin-3-ylpyrazine-2-carboxamide was prepared using analogous procedures to those described in Example 6, except that 2-methoxyethylamine was used instead of 3-methoxypropylamine in step (v). MeCN was added to 3-Amino-6-(4-{2-[(2-methoxyethyl)amino]ethyl}phenyl)-N-pyridin-3-ylpyrazine-2-carboxamide and 0.5 M-aqueous HCl (20 mL) was also added. The resulting yellow solution was then lyophilized, which afforded the title compound as a tri-hy... Starting materials: solution, [H-].[H-].[H-].[H-].[Li+].[Al+3] (LiAlH4), ClC1=CC=C(CNC(=O)C=2C(=C3C(=NC2)SC(=C3)C(=O)OC)O)C=C1 (Methyl 5-{[(4-chlorobenzyl)amino]carbonyl}-4-hydroxythieno[2,3-b]pyridine-2-carboxylate). Solvent: C1CCOC1 (THF), C1CCOC1 (THF). Run at time 2.5 hour. The product is ClC1=CC=C(CNC(=O)C=2C(=C3C(=NC2)SC(=C3)CO)O)C=C1 (N-(4-Chlorobenzyl)-4-hydroxy-2-(hydroxymethyl)thieno[2,3-b]pyridine-5-carboxamide). The yield is 54.2%. Reaction SMILES: [Cl:1][C:2]1[CH:25]=[CH:24][C:5]([CH2:6][NH:7][C:8]([C:10]2[C:11]([OH:23])=[C:12]3[CH:18]=[C:17]([C:19](OC)=[O:20])[S:16][C:13]3=[N:14][CH:15]=2)=[O:9])=[CH:4][CH:3]=1.[H-].[H-].[H-].[H-].[Li+].[Al+3]>C1COCC1>[Cl:1][C:2]1[CH:3]=[CH:4][C:5]([CH2:6][NH:7][C:8]([C:10]2[C:11]([OH:23])=[C:12]3[CH:18]=[C:17]([CH2:19][OH:20])[S:16][C:13]3=[N:14][CH:15]=2)=[O:9])=[CH:24][CH:25]=1 |f:1.2.3.4.5.6|. Procedure details: Methyl 5-{[(4-chlorobenzyl)amino]carbonyl}-4-hydroxythieno[2,3-b]pyridine-2-carboxylate (0.506 g) from Example No. 33 is dissolved in THF (100 mL) with heating and then the reaction is cooled in an ice bath. To this solution is added a 1.0 M solution of LiAlH4 in THF (2.4 mL). The reaction is allowed to warm to room temperature and is stirred for 2.5 h. The reaction is quenched with water (1 mL), 10% NaOH (1 mL), and H2O (1 mL). The aluminum salts are filtered off and the filtrate is concentrate... Reactants: C1COCCO1, C[S-], CCOC(C)=O, O=[N+]([O-])c1sc(-c2cccnc2)nc1Cl, [Na+]. Yields the product CSc1nc(-c2cccnc2)sc1[N+](=O)[O-]. As a reaction SMILES: [CH2:19]1[O:20][CH2:21][CH2:22][O:23][CH2:24]1.[CH3:16][S-:17].[CH3:25][CH2:26][O:27][C:28](=[O:29])[CH3:30].[Cl:1][c:2]1[n:3][c:4](-[c:10]2[cH:11][n:12][cH:13][cH:14][cH:15]2)[s:5][c:6]1[N+:7](=[O:8])[O-:9].[Na+:18]>>[c:2]1([S:17][CH3:16])[n:3][c:4](-[c:10]2[cH:11][n:12][cH:13][cH:14][cH:15]2)[s:5][c:6]1[N+:7](=[O:8])[O-:9].